From a dataset of the Open Reaction Database (ORD), a public repository of structured organic reaction records. describe an organic reaction: reactants, conditions, products, and yield The reactants are CCC(C)N, Fc1cccc(Cl)c1-c1c(Cl)nc2ccncc2c1Cl, CN(C)C=O. The product is CCC(C)Nc1nc2ccncc2c(Cl)c1-c1c(F)cccc1Cl. As a reaction SMILES: [CH:21]([CH3:22])([CH2:23][CH3:24])[NH2:25].[Cl:1][c:2]1[n:3][c:4]2[cH:5][cH:6][n:7][cH:8][c:9]2[c:10]([Cl:20])[c:11]1-[c:12]1[c:13]([Cl:19])[cH:14][cH:15][cH:16][c:17]1[F:18].[O:26]=[CH:27][N:28]([CH3:29])[CH3:30]>>[c:2]1([NH:25][CH:21]([CH3:22])[CH2:23][CH3:24])[n:3][c:4]2[cH:5][cH:6][n:7][cH:8][c:9]2[c:10]([Cl:20])[c:11]1-[c:12]1[c:13]([Cl:19])[cH:14][cH:15][cH:16][c:17]1[F:18]. Reaction SMILES: [CH2:27]([CH3:28])[Br:29].[CH3:30][N:31]([CH3:32])[CH:33]=[O:34].[H-:25].[Na+:26].[c:1]1(-[n:7]2[n:8][n:9][n:10][c:11]2[S:12][CH2:13][CH2:14][CH2:15][NH:16][C:17]([c:18]2[cH:19][cH:20][cH:21][cH:22][cH:23]2)=[O:24])[cH:2][cH:3][cH:4][cH:5][cH:6]1>>[c:1]1(-[n:7]2[n:8][n:9][n:10][c:11]2[S:12][CH2:13][CH2:14][CH2:15][N:16]([C:17]([c:18]2[cH:19][cH:20][cH:21][cH:22][cH:23]2)=[O:24])[CH2:27][CH3:28])[cH:2][cH:3][cH:4][cH:5][cH:6]1. The reactants are CCBr, CN(C)C=O, [H-], [Na+], O=C(NCCCSc1nnnn1-c1ccccc1)c1ccccc1. Product: CCN(CCCSc1nnnn1-c1ccccc1)C(=O)c1ccccc1.